From a dataset of the Open Reaction Database (ORD), a public repository of structured organic reaction records. describe an organic reaction: reactants, conditions, products, and yield Starting materials: CC1=CC=C(C=C1)C1=C(C=CC=C1)O (4'-methyl-2-hydroxy-1,1'-biphenyl), C(C)(=O)OC(C)=O (acetic anhydride). The solvent is N1=CC=CC=C1 (pyridine). Run at time 5 hour. Yields the product CC1=CC=C(C=C1)C1=C(C=CC=C1)OC(C)=O (4'-Methyl-2-acetoxy-1,1'-biphenyl). Yield: 90.0%. As a reaction SMILES: [CH3:1][C:2]1[CH:7]=[CH:6][C:5]([C:8]2[CH:13]=[CH:12][CH:11]=[CH:10][C:9]=2[OH:14])=[CH:4][CH:3]=1.[C:15](OC(=O)C)(=[O:17])[CH3:16]>N1C=CC=CC=1>[CH3:1][C:2]1[CH:3]=[CH:4][C:5]([C:8]2[CH:13]=[CH:12][CH:11]=[CH:10][C:9]=2[O:14][C:15](=[O:17])[CH3:16])=[CH:6][CH:7]=1. Procedure: A solution of 1.0 g (5.4 mmol) of 4'-methyl-2-hydroxy-1,1'-biphenyl in 2.0 mL of pyridine was treated with 2 mL of acetic anhydride. The reaction mixture was stirred at room temperature for 5 hours. The solvent was removed under vacuum to yield 1.11 g (4.9 mmol, 90%) of the product as an oil. 1H NMR (200 MHz, CDCl3): 2.07 (s,3H), 2.36 (s,3H), 7.07 (dd;3,8 Hz;1H), 7.15 (d,8 Hz,2H), 7.2-7.4 (m,5H).